From a dataset of the Open Reaction Database (ORD), a public repository of structured organic reaction records. describe an organic reaction: reactants, conditions, products, and yield The reactants are C(C)OC(=O)C=1NC2=CC=C(C=C2C1)O (5-hydroxy-1H-indole-2-carboxylic acid ethyl ester), ClCC(=O)N(C)C (2-chloro-N,N-dimethylacetamide), C([O-])([O-])=O.[Cs+].[Cs+] (cesium carbonate). Run in CN(C=O)C (dimethylformamide), C(C)(=O)OCC (ethyl acetate). Run at time 16 hour. Product: C(C)OC(=O)C=1NC2=CC=C(C=C2C1)OCC(N(C)C)=O (5-dimethylcarbamoylmethoxy-1H-indole-2-carboxylic acid ethyl ester). Isolated yield 48.2%. RXN SMILES: [CH2:1]([O:3][C:4]([C:6]1[NH:7][C:8]2[C:13]([CH:14]=1)=[CH:12][C:11]([OH:15])=[CH:10][CH:9]=2)=[O:5])[CH3:2].Cl[CH2:17][C:18]([N:20]([CH3:22])[CH3:21])=[O:19].C(=O)([O-])[O-].[Cs+].[Cs+]>CN(C)C=O.C(OCC)(=O)C>[CH2:1]([O:3][C:4]([C:6]1[NH:7][C:8]2[C:13]([CH:14]=1)=[CH:12][C:11]([O:15][CH2:17][C:18](=[O:19])[N:20]([CH3:22])[CH3:21])=[CH:10][CH:9]=2)=[O:5])[CH3:2] |f:2.3.4|. Procedure details: A mixture of 5-hydroxy-1H-indole-2-carboxylic acid ethyl ester (2 g, 10 mmol), 2-chloro-N,N-dimethylacetamide (1.33 g, 11 mmol) and cesium carbonate (9.8 g, 30 mmol) ) in dimethylformamide (20 mL) was stirred at room temperature for 16 hours. The reaction was diluted with ethyl acetate (150 mL), washed with water (5×50 mL) and brine, dried and concentrated. The residue was recrystallized from ethyl acetate and hexane to give 1.4 g of 5-dimethylcarbamoylmethoxy-1H-indole-2-carboxylic acid ethyl e... Reactants: O=Cc1cccc(Br)c1, COC(=O)c1cc(N)cc(F)c1, Cc1ccccc1, Cc1ccc(S(=O)(=O)O)cc1. Product: COC(=O)c1cc(F)cc(N=Cc2cccc(Br)c2)c1. As a reaction SMILES: [Br:13][c:14]1[cH:15][c:16]([CH:17]=[O:18])[cH:19][cH:20][cH:21]1.[CH3:1][O:2][C:3]([c:4]1[cH:5][c:6]([NH2:11])[cH:7][c:8]([F:10])[cH:9]1)=[O:12].[CH3:33][c:34]1[cH:35][cH:36][cH:37][cH:38][cH:39]1.[c:22]1([CH3:23])[cH:24][cH:25][c:26]([S:27]([OH:28])(=[O:29])=[O:30])[cH:31][cH:32]1>>[CH3:1][O:2][C:3]([c:4]1[cH:5][c:6]([N:11]=[CH:17][c:16]2[cH:15][c:14]([Br:13])[cH:21][cH:20][cH:19]2)[cH:7][c:8]([F:10])[cH:9]1)=[O:12]. As a reaction SMILES: [CH3:1][O:2][CH:3]1[O:4][CH:5]([CH2:13][OH:14])[CH:6]2[CH:7]1[O:8][C:9]([CH3:11])([CH3:12])[O:10]2.[Cl:49][CH2:50][Cl:51].[NH2:47][NH2:48].[OH2:46].[OH:15][N:16]1[C:17](=[O:18])[c:19]2[c:20]([cH:21][cH:22][cH:23][cH:24]2)[C:25]1=[O:26].[c:27]1([P:28]([c:29]2[cH:30][cH:31][cH:32][cH:33][cH:34]2)[c:35]2[cH:36][cH:37][cH:38][cH:39][cH:40]2)[cH:41][cH:42][cH:43][cH:44][cH:45]1>>[CH3:1][O:2][CH:3]1[O:4][CH:5]([CH2:13][O:14][NH2:16])[CH:6]2[CH:7]1[O:8][C:9]([CH3:11])([CH3:12])[O:10]2. Starting materials: COC1OC(CO)C2OC(C)(C)OC12, ClCCl, NN, O, O=C1c2ccccc2C(=O)N1O, c1ccc(P(c2ccccc2)c2ccccc2)cc1. Yields the product COC1OC(CON)C2OC(C)(C)OC12. Starting materials: Cc1c(Cc2ccc(Br)cc2)c(=O)[nH]c2c(F)ccc(O)c12, CC(C)(C)OC(=O)CBr. Product: Cc1c(Cc2ccc(Br)cc2)c(=O)[nH]c2c(F)ccc(OCC(=O)OC(C)(C)C)c12. RXN SMILES: [Br:1][c:2]1[cH:3][cH:4][c:5]([CH2:6][c:7]2[c:8](=[O:20])[nH:9][c:10]3[c:11]([F:19])[cH:12][cH:13][c:14]([OH:18])[c:15]3[c:16]2[CH3:17])[cH:21][cH:22]1.[C:23]([CH3:24])([CH3:25])([CH3:26])[O:27][C:28]([CH2:29][Br:30])=[O:31]>>[Br:1][c:2]1[cH:3][cH:4][c:5]([CH2:6][c:7]2[c:8](=[O:20])[nH:9][c:10]3[c:11]([F:19])[cH:12][cH:13][c:14]([O:18][CH2:29][C:28]([O:27][C:23]([CH3:24])([CH3:25])[CH3:26])=[O:31])[c:15]3[c:16]2[CH3:17])[cH:21][cH:22]1. The reactants are COC=1C=CC=2C(=NC=3C(=CN(C(C3C2)=O)C)C(=O)O)C1 (7-Methoxy-2-methyl-1-oxo-1,2-dihydro-benzo[b][1,6]naphthyridine-4-carboxylic acid), C1=CN(C=N1)C(=O)N2C=CN=C2 (CDI). Run in C(C)#N (acetonitrile). The product is CN(CCNC(=O)C1=CN(C(C=2C=C3C(=NC12)C=C(C=C3)OC)=O)C)C (N-[2-(Dimethylamino)ethyl]-7-methoxy-2-methyl-1-oxo-1,2-dihydro-benzo[b][1,6]naphthyridine-4-carboxamide). The yield is 80.0%. RXN SMILES: [CH3:1][O:2][C:3]1[CH:4]=[CH:5][C:6]2[C:7]([CH:21]=1)=[N:8][C:9]1[C:10]([C:18]([OH:20])=O)=[CH:11][N:12]([CH3:17])[C:13](=[O:16])[C:14]=1[CH:15]=2.[CH:22]1[N:26]=[CH:25][N:24]([C:27](N2C=NC=C2)=O)[CH:23]=1>C(#N)C>[CH3:25][N:24]([CH3:27])[CH2:23][CH2:22][NH:26][C:18]([C:10]1[C:9]2[N:8]=[C:7]3[CH:21]=[C:3]([O:2][CH3:1])[CH:4]=[CH:5][C:6]3=[CH:15][C:14]=2[C:13](=[O:16])[N:12]([CH3:17])[CH:11]=1)=[O:20]. Procedure details: From acid 18w, with a reflux time of 96 h and a recharge with an equal amount of CDI after 48 h, and obtained as a yellow solid (80%), mp 213-215° C. (from acetonitrile). 1H NMR (CDCl3): δ 2.50 [s, 6H, N(CH3)2], 2.78 (t, J=6.0 Hz, 2H, CH2CH2NMe2), 3.67 (s, 3H, NCH3), 3.77 (q, J=5.8 Hz, 2H, CH2CH2NMe2), 4.02 (s, 3H, ArOCH3), 7.22 (dd, J=9.1, 2.2 Hz, 1H, H-8), 7.43 (d, J=2.2 Hz, 1H, H-6), 7.85 (d, J=9.1 Hz, 1H, H-9), 8.53 (s, 1H, H-3), 9.14 (s, 1H, H-10), 11.36 (br s, 1H, CONH). 13C NMR (CDCl3): δ... The reactants are CC(C)(C)Nc1c([N+](=O)[O-])cnc2ccccc12, CCOC(C)=O, [H][H], [Mg+2], O=S(=O)([O-])[O-]. Product: CC(C)(C)Nc1c(N)cnc2ccccc12. Reaction SMILES: [CH3:1][C:2]([CH3:3])([CH3:4])[NH:5][c:6]1[c:7]([N+:16]([O-:17])=[O:18])[cH:8][n:9][c:10]2[cH:11][cH:12][cH:13][cH:14][c:15]12.[CH3:27][CH2:28][O:29][C:30](=[O:31])[CH3:32].[H:25][H:26].[Mg+2:19].[O-:20][S:21](=[O:22])(=[O:23])[O-:24]>>[CH3:1][C:2]([CH3:3])([CH3:4])[NH:5][c:6]1[c:7]([NH2:16])[cH:8][n:9][c:10]2[cH:11][cH:12][cH:13][cH:14][c:15]12. Procedure: Using ((S)-6-oxo-6,7-dihydro-5H-dibenzo[b,d]azepin-7-yl)-carbamic acid tert-butyl ester and 2-bromomethyl-ethyl ether, the title product was prepared in the same manner as described for example 1a (83%). Pink, viscous oil. MS: m/e=397(M+H+). Starting materials: C(C)(C)(C)OC(N[C@H]1C2=C(C3=C(NC1=O)C=CC=C3)C=CC=C2)=O (((S)-6-oxo-6,7-dihydro-5H-dibenzo[b,d]azepin-7-yl)-carbamic acid tert-butyl ester), BrCCCOCCCBr (2-bromomethyl-ethyl ether), example 1a. Reaction SMILES: [C:1]([O:5][C:6](=[O:24])[NH:7][C@@H:8]1[C:14](=[O:15])[NH:13][C:12]2[CH:16]=[CH:17][CH:18]=[CH:19][C:11]=2[C:10]2[CH:20]=[CH:21][CH:22]=[CH:23][C:9]1=2)([CH3:4])([CH3:3])[CH3:2].BrC[CH2:27][CH2:28][O:29][CH2:30][CH2:31]CBr>>[C:1]([O:5][C:6](=[O:24])[NH:7][C@@H:8]1[C:14](=[O:15])[N:13]([CH2:27][CH2:28][O:29][CH2:30][CH3:31])[C:12]2[CH:16]=[CH:17][CH:18]=[CH:19][C:11]=2[C:10]2[CH:20]=[CH:21][CH:22]=[CH:23][C:9]1=2)([CH3:4])([CH3:2])[CH3:3]. The product is C(C)(C)(C)OC(N[C@H]1C2=C(C3=C(N(C1=O)CCOCC)C=CC=C3)C=CC=C2)=O ([(S)-5-(2-Ethoxy-ethyl)-6-oxo-6,7-dihydro-5H-dibenzo[b,d]azepin-7-yl]-carbamic acid tert-butyl ester).